From a dataset of the Open Reaction Database (ORD), a public repository of structured organic reaction records. describe an organic reaction: reactants, conditions, products, and yield Starting materials: TEA, propane phosphonic acid anhydride, [Cl-].[NH4+] (ammonium chloride), [Cl-].[NH4+] (ammonium chloride), C(C)(C)(C)OC(=O)N1CCC(CC1)C=1C=CC=2N(C1)C(=C(N2)CCC(=O)O)N(C)C=2SC=C(N2)C2=CC=C(C=C2)F (3-(6-(1-(tert-butoxycarbonyl)piperidin-4-yl)-3-((4-(4-fluorophenyl)thiazol-2-yl)(methyl)amino)imidazo[1,2-a]pyridin-2-yl)propanoic acid), TEA, Propane phosphonic acid anhydride. The solvent is [Cl-].[Na+].O (Brine), CN(C)C=O (DMF). Run at time 4 day. Yields the product NC(CCC=1N=C2N(C=C(C=C2)C2CCN(CC2)C(=O)OC(C)(C)C)C1N(C)C=1SC=C(N1)C1=CC=C(C=C1)F)=O (tert-butyl 4-(2-(3-amino-3-oxopropyl)-3-((4-(4-fluorophenyl)thiazol-2-yl)(methyl)amino)imidazo[1,2-a]pyridin-6-yl)piperidine-1-carboxylate). Reaction SMILES: [C:1]([O:5][C:6]([N:8]1[CH2:13][CH2:12][CH:11]([C:14]2[CH:15]=[CH:16][C:17]3[N:18]([C:20]([N:28]([C:30]4[S:31][CH:32]=[C:33]([C:35]5[CH:40]=[CH:39][C:38]([F:41])=[CH:37][CH:36]=5)[N:34]=4)[CH3:29])=[C:21]([CH2:23][CH2:24][C:25]([OH:27])=O)[N:22]=3)[CH:19]=2)[CH2:10][CH2:9]1)=[O:7])([CH3:4])([CH3:3])[CH3:2].[Cl-].[NH4+:43]>CN(C=O)C.[Cl-].[Na+].O>[NH2:43][C:25](=[O:27])[CH2:24][CH2:23][C:21]1[N:22]=[C:17]2[CH:16]=[CH:15][C:14]([CH:11]3[CH2:12][CH2:13][N:8]([C:6]([O:5][C:1]([CH3:3])([CH3:2])[CH3:4])=[O:7])[CH2:9][CH2:10]3)=[CH:19][N:18]2[C:20]=1[N:28]([C:30]1[S:31][CH:32]=[C:33]([C:35]2[CH:40]=[CH:39][C:38]([F:41])=[CH:37][CH:36]=2)[N:34]=1)[CH3:29] |f:1.2,4.5.6|. Reported procedure: A solution of 3-(6-(1-(tert-butoxycarbonyl)piperidin-4-yl)-3-((4-(4-fluorophenyl)thiazol-2-yl)(methyl)amino)imidazo[1,2-a]pyridin-2-yl)propanoic acid (220 mg, 0.38 mmol, 1 eq.) and TEA (211 μL, 1.52 mmol, 4 eq.) in DMF (3 mL) was stirred for 10 min at r.t. Propane phosphonic acid anhydride (226 μL, 0.76 mmol, 2 eq.) followed by ammonium chloride (40.7 mg, 0.76 mmol, 2 eq.) were added and the resulting mixture was stirred at r.t. for 4 days. TEA (211 μL, 1.52 mmol, 4 eq.), propane phosphonic acid... Procedure details: To a warmed benzene solution of 1-(2-thiazolin-2-yl)-indolin-2-one (2.0 g, 7.2 mmol) and p-methoxybenzaldehyde (1.5 g, 11 mmole) is added piperidine (0.6 ml). The mixture is heated at reflux temperature for 2 hours. The reaction mixture is then washed with NaHSO3 solution, diluted HCl and water. The organic phase is dried over anhydrous MgSO4 and concentrated in vacuo. The residue is recrystallized once each from acetone/hexane, acetonitrile and CHCl3 /methanol and gives 1.3 g (43%) of the produ... Reaction SMILES: [S:1]1[CH2:5][CH2:4][N:3]=[C:2]1[N:6]1[C:14]2[C:9](=[CH:10][CH:11]=[CH:12][CH:13]=2)[CH2:8][C:7]1=[O:15].[CH3:16][O:17][C:18]1[CH:25]=[CH:24][C:21]([CH:22]=O)=[CH:20][CH:19]=1.N1CCCCC1>C1C=CC=CC=1>[S:1]1[CH2:5][CH2:4][N:3]=[C:2]1[N:6]1[C:14]2[C:9](=[CH:10][CH:11]=[CH:12][CH:13]=2)[C:8](=[CH:22][C:21]2[CH:24]=[CH:25][C:18]([O:17][CH3:16])=[CH:19][CH:20]=2)[C:7]1=[O:15]. Solvent: C1=CC=CC=C1 (benzene). The reactants are S1C(=NCC1)N1C(CC2=CC=CC=C12)=O (1-(2-thiazolin-2-yl)-indolin-2-one), COC1=CC=C(C=O)C=C1 (p-methoxybenzaldehyde), N1CCCCC1 (piperidine). Isolated yield 53.7%. Yields the product S1C(=NCC1)N1C(C(C2=CC=CC=C12)=CC1=CC=C(C=C1)OC)=O (1-(4,5-Dihydro-2-thiazolyl)-1,3-dihydro-3-[(4-methoxyphenyl)methylene]-2H-indol-2-one).